Task: describe an organic reaction: reactants, conditions, products, and yield. Dataset: the Open Reaction Database (ORD), a public repository of structured organic reaction records Reaction SMILES: C(OC(=O)CCC[CH2:8]/[CH:9]=[CH:10]\[CH2:11][CH:12]=[CH:13][CH2:14][CH2:15][CH2:16][CH2:17][CH2:18][CH2:19][CH2:20][CH3:21])C.C([O:25][C:26](=[O:46])[CH2:27][CH2:28]CCCC/C=C\CC=CCCCCCCCC)C.C([O:49]C(=O)CCC/C=C\CC=CC=CCCCCCCCCC)C.O[CH2:72][CH:73]([CH2:75]O)[OH:74]>>[CH3:21][CH2:20][CH2:19][CH2:18][CH2:17]/[CH:16]=[CH:15]\[CH2:14][C@@H:13]([OH:49])/[CH:12]=[CH:11]/[CH:10]=[CH:9]/[CH:8]=[CH:75]\[C@@H:73]([OH:74])[CH2:72][CH2:28][CH2:27][C:26]([OH:25])=[O:46]. Reactants: C(C)OC(CCCC\C=C/CC=CCCCCCCCC)=O (6,9-cis-octadecadienoic acid ethyl ester), C(C)OC(CCCCCC\C=C/CC=CCCCCCCCC)=O (8,11-cis-eicosadienoic acid ethyl ester), C(C)OC(CCC\C=C/CC=CC=CCCCCCCCCC)=O (5,8,10-cis-eicosatrienoic acid ethyl ester), phospholipid, OCC(O)CO (glycerol). Procedure: 10 g of 6,9-cis-octadecadienoic acid ethyl ester (95% purity) or 10 g of 8,11-cis-eicosadienoic acid ethyl ester (95% purity) or log of 5,8,10-cis-eicosatrienoic acid ethyl ester (95% purity), and 1.2 g of yolk phospholipid were mixed, and 2.5% aqueous glycerol solution was added thereon to make the total weight 100 g, to prepare emulsion A, emulsion B or emulsion C, respectively. 3 ml of the emulsion A, B or C was injected to 5 rabbit (weighing 3.5 kg) through a tail vein, and before the inject... Yields the product CCCCC/C=C\C[C@H](/C=C/C=C/C=C\[C@H](CCCC(=O)O)O)O (LTB4).